The task is: describe an organic reaction: reactants, conditions, products, and yield. This data is from the Open Reaction Database (ORD), a public repository of structured organic reaction records. The reactants are C(CCC)[Li] (Butyllithium), O1CCCC1 (tetrahydrofuran), C(C1=CC=CC=C1)OC1=CC=C(C=C1)Br (4-benzyloxy-bromobenzene), O1CCCC1 (tetrahydrofuran), CN(C(C1=C(C=CC(=C1)OC)OC)=O)C (N,N-dimethyl 2,5-dimethoxybenzamide). The solvent is Cl (hydrochloric acid). Run at time 10 minute. Product: C(C1=CC=CC=C1)OC1=CC=C(C=C1)C(=O)C1=C(C=CC(=C1)OC)OC ((4-Benzyloxyphenyl)-(2, 5-dimethoxyphenyl)-methanone). RXN SMILES: C([Li])CCC.O1CCCC1.[CH2:11]([O:18][C:19]1[CH:24]=[CH:23][C:22](Br)=[CH:21][CH:20]=1)[C:12]1[CH:17]=[CH:16][CH:15]=[CH:14][CH:13]=1.CN(C)[C:28](=[O:39])[C:29]1[CH:34]=[C:33]([O:35][CH3:36])[CH:32]=[CH:31][C:30]=1[O:37][CH3:38]>Cl>[CH2:11]([O:18][C:19]1[CH:24]=[CH:23][C:22]([C:28]([C:29]2[CH:34]=[C:33]([O:35][CH3:36])[CH:32]=[CH:31][C:30]=2[O:37][CH3:38])=[O:39])=[CH:21][CH:20]=1)[C:12]1[CH:17]=[CH:16][CH:15]=[CH:14][CH:13]=1. Procedure: Butyllithium (2.0M in hexanes, 6.6 ml, 13.2 mmol) was added dropwise under nitrogen, at −78° C. to a stirred tetrahydrofuran (20 ml) solution of 4-benzyloxy-bromobenzene (3.15 g, 11.97 mmol) to give a yellow coloured suspension, which was stirred for 10 minutes. A tetrahydrofuran (10 ml) solution of N,N-dimethyl 2,5-dimethoxybenzamide (2.09 g, 9.99 mmol) was then added slowly, and the resulting mixture warmed to room temperature over 20 h. The mixture was diluted with 50ml of 1M hydrochloric aci... Reactants: FC(C(=O)O)(F)F (trifluoroacetic acid), [BH4-].[Na+] (sodium borohydride), ClC1=C(C2=C(CC(O2)C(=O)OCC)C=C1C(C1=CC=C(C=C1)O)=O)Cl (ethyl 6,7-dichloro-2,3-dihydro-5-(p-hydroxybenzoyl)-benzofuran-2-carboxylate). Solvent: C(Cl)Cl (methylene chloride). Run at time 22 hour. Product: ClC1=C(C2=C(CC(O2)C(=O)OCC)C=C1CC1=CC=C(C=C1)O)Cl ((±) Ethyl 6,7-dichloro-2,3-dihydro-5-(p-hydroxybenzyl)-benzofuran-2-carboxylate). RXN SMILES: FC(F)(F)C(O)=O.[BH4-].[Na+].[Cl:10][C:11]1[C:24]([C:25](=O)[C:26]2[CH:31]=[CH:30][C:29]([OH:32])=[CH:28][CH:27]=2)=[CH:23][C:14]2[CH2:15][CH:16]([C:18]([O:20][CH2:21][CH3:22])=[O:19])[O:17][C:13]=2[C:12]=1[Cl:34]>C(Cl)Cl>[Cl:10][C:11]1[C:24]([CH2:25][C:26]2[CH:27]=[CH:28][C:29]([OH:32])=[CH:30][CH:31]=2)=[CH:23][C:14]2[CH2:15][CH:16]([C:18]([O:20][CH2:21][CH3:22])=[O:19])[O:17][C:13]=2[C:12]=1[Cl:34] |f:1.2|. Procedure details: To trifluoroacetic acid (120 ml.) under a nitrogen atmosphere were added sodium borohydride pellets (5.39 g.) over a period of 30 minutes at 5° C. A solution of ethyl 6,7-dichloro-2,3-dihydro-5-(p-hydroxybenzoyl)-benzofuran-2-carboxylate (7.35 g.) in methylene chloride (50 ml.) was then added dropwise over 30 minutes, and the mixture stirred at room temperature for 22 hours. Reactants: C(C)(=O)Cl (Acetyl chloride), FC1=C(C=CC=C1)NCC(=O)O (2-fluorophenylglycine). RXN SMILES: [C:1]([Cl:4])(=O)C.[F:5][C:6]1[CH:11]=[CH:10][CH:9]=[CH:8][C:7]=1[NH:12][CH2:13][C:14]([OH:16])=[O:15]>CO>[ClH:4].[CH3:1][O:15][C:14](=[O:16])[CH2:13][NH:12][C:7]1[CH:8]=[CH:9][CH:10]=[CH:11][C:6]=1[F:5] |f:3.4|. Run in CO (methanol). Yields the product Cl.COC(CNC1=C(C=CC=C1)F)=O (2-Fluorophenylglycine methyl ester hydrochloride). Procedure details: Acetyl chloride (4 ml) was added cautiously and dropwise to methanol (20 ml) at 0° C. over 2 minutes. When the addition was completed, the 2-fluorophenylglycine (1 g, 5.9 mmol, Aldrich) was introduced in a single portion. The mixture was stirred until dissolved then allowed to stand at RT for 24 hours. The solvent was evaporated then coevaporated twice from toluene to afford the title compound as a white crystalline solid in quantitative yield. Reaction conditions: time 24 hour. Reactants: O=C1CCC(CC1)NC(OC(C)(C)C)=O (tert-butyl (4-oxocyclohexyl)carbamate), C1CCOC1 (THF), C(C)[Li] (ethyllithium). Run in O (water). Reaction conditions: time 4 hour. The product is C(C)C1(CCC(CC1)NC(OC(C)(C)C)=O)O (tert-butyl (4-ethyl-4-hydroxycyclohexyl)carbamate). Reaction SMILES: [O:1]=[C:2]1[CH2:7][CH2:6][CH:5]([NH:8][C:9](=[O:15])[O:10][C:11]([CH3:14])([CH3:13])[CH3:12])[CH2:4][CH2:3]1.[CH2:16]1COC[CH2:17]1.C([Li])C>O>[CH2:16]([C:2]1([OH:1])[CH2:3][CH2:4][CH:5]([NH:8][C:9](=[O:15])[O:10][C:11]([CH3:12])([CH3:14])[CH3:13])[CH2:6][CH2:7]1)[CH3:17]. Procedure: To a mixture of tert-butyl (4-oxocyclohexyl)carbamate (3.04 g) and THF (100 mL), ethyllithium (0.5 M benzene-cyclohexane solution) (56.8 mL) was added at −78° C. and stirred over 4 hours until it reached −50° C. After addition of water (150 mL), the reaction liquid was heated to room temperature and extracted with ethyl acetate. The organic layer was washed with saturated aqueous sodium chloride and then dried over sodium sulfate, and the solvent was distilled off. The resulting residue was puri... RXN SMILES: [CH3:1][CH:2]([CH2:28][CH3:29])[C:3]([O:5][CH:6]1[CH:15]2[C:10]([CH:11]=[CH:12][CH:13]([CH3:26])[CH:14]2[CH2:16][CH2:17][CH:18]2[CH2:23][CH:22]([OH:24])[CH2:21][CH:20]([OH:25])[O:19]2)=[CH:9][CH:8]([CH3:27])[CH2:7]1)=[O:4].[C:30](=O)(O)[O-].[Na+]>CO.C(Cl)(=O)C>[CH3:1][CH:2]([CH2:28][CH3:29])[C:3]([O:5][C:6]1[C:15]2[C:10](=[CH:11][CH:12]=[C:13]([CH3:26])[C:14]=2[CH2:16][CH2:17][CH:18]2[CH2:23][CH:22]([OH:24])[CH2:21][CH:20]([O:25][CH3:30])[O:19]2)[CH:9]=[C:8]([CH3:27])[CH:7]=1)=[O:4] |f:1.2|. Yield: 393.1%. Reactants: CC(C(=O)OC1CC(C=C2C=CC(C(C12)CCC1OC(CC(C1)O)O)C)C)CC (1,2,3,7,8,8a-Hexahydro-3,7-dimethyl-8-[2-(tetrahydro-4,6-dihydroxy-2H-pyran-2-yl)ethyl]-1-naphthalenyl 2-Methylbutanoate), C([O-])(O)=O.[Na+] (Sodium bicarbonate). Run at time 15 minute. The reagents and catalysts are C(C)(=O)Cl (Acetyl chloride). The solvent is CO (methanol). Procedure: Acetyl chloride (200 μL, 2.8 mmol) was added to a stirred solution of hemiacetals II (19.0 g, 46.7 mmol) in methanol (100 ml). The solution was stirred for 15 min at ambient temperature. Sodium bicarbonate (1.0 g) was added and the mixture was stirred for another 15 min. The mixture was filtered through a pad of Celite (5.5×1 cm) and washed with toluene. Evaporation of solvent of the filtrate gave crude acetals III (19.4 g, yield 98%) as a colorless syrup (HPLC purity >95%). This was used withou... Product: CC(C(=O)OC1=CC(=CC2=CC=C(C(=C12)CCC1OC(CC(C1)O)OC)C)C)CC (3,7dimethyl-8-[2-(tetrahydro-4-hydroxy-6-methoxy-2H-pyran-2-yl)ethyl]-1-naphthalenyl 2-Methylbutanoate).